From a dataset of the Open Reaction Database (ORD), a public repository of structured organic reaction records. describe an organic reaction: reactants, conditions, products, and yield Starting materials: BrB(Br)Br, COc1ccc2c(c1)C1(C)CCN(CCc3ccccc3)C1N2C, ClC(Cl)Cl. Product: CN1c2ccc(O)cc2C2(C)CCN(CCc3ccccc3)C12. Reaction SMILES: [B:25]([Br:26])([Br:27])[Br:28].[CH3:1][O:2][c:3]1[cH:4][c:5]2[c:9]([cH:10][cH:11]1)[N:8]([CH3:12])[CH:7]1[C:6]2([CH3:24])[CH2:15][CH2:14][N:13]1[CH2:16][CH2:17][c:18]1[cH:19][cH:20][cH:21][cH:22][cH:23]1.[CH:29]([Cl:30])([Cl:31])[Cl:32]>>[OH:2][c:3]1[cH:4][c:5]2[c:9]([cH:10][cH:11]1)[N:8]([CH3:12])[CH:7]1[C:6]2([CH3:24])[CH2:15][CH2:14][N:13]1[CH2:16][CH2:17][c:18]1[cH:19][cH:20][cH:21][cH:22][cH:23]1. RXN SMILES: [Br:14][CH2:15][c:16]1[cH:17][c:18]([CH2:22][Br:23])[cH:19][cH:20][cH:21]1.[Cl-:24].[H-:1].[NH4+:25].[Na+:2].[O:26]1[CH2:27][CH2:28][CH2:29][CH2:30]1.[OH:3][CH2:4][CH2:5][NH:6][C:7]([O:8][C:9]([CH3:10])([CH3:11])[CH3:12])=[O:13]>>[O:3]([CH2:4][CH2:5][NH:6][C:7]([O:8][C:9]([CH3:10])([CH3:11])[CH3:12])=[O:13])[CH2:22][c:18]1[cH:17][c:16]([CH2:15][Br:14])[cH:21][cH:20][cH:19]1. Starting materials: BrCc1cccc(CBr)c1, [Cl-], [H-], [NH4+], [Na+], C1CCOC1, CC(C)(C)OC(=O)NCCO. Product: CC(C)(C)OC(=O)NCCOCc1cccc(CBr)c1. Run at temperature 110 celsius, time 1.25 hour. Product: FC(OC1=C(C=CC=C1N1C(CCCC1)=O)S(=O)(=O)N[C@@H](CNC(=O)C=1SC(=CC1)Cl)C(=O)N1CCC(CC1)C1=NC(=NO1)C)F (5-Chloro-thiophene-2-carboxylic acid {(S)-2-[2-difluoromethoxy-3-(2-oxo-piperidin-1-yl)-benzenesulfonylamino]-3-[4-(3-methyl-[1,2,4]oxadiazol-5-yl)-piperidin-1-yl]-3-oxo-propyl}amide). Solvent: CN(C)C=O (DMF). Procedure: 1-{(S)-3-[(5-Chloro-thiophene-2-carbonyl)-amino]-2-[2-difluoromethoxy-3-(2-oxo-piperidin-1-yl)-benzenesulfonylamino]-propionyl}-piperidine-4-carboxylic acid (69 mg, 0.104 mmol) from Example 10 in DMF (1 ml) and DIPEA (91 μl, 0.52 mmol) was treated with TBTU (35 mg, 0.109 mmol) and HOAT (3 mg, 0.021 mmol) and stirred for 2 min before N-hydroxy-acetamidine (9 mg, 0.115 mmol) was added. Stirring was continued for 1.25 h at RT. After that the reaction mixture was heated at 110° C. for 2 h. The mixtu... As a reaction SMILES: [Cl:1][C:2]1[S:6][C:5]([C:7]([NH:9][CH2:10][C@H:11]([NH:23][S:24]([C:27]2[CH:32]=[CH:31][CH:30]=[C:29]([N:33]3[CH2:38][CH2:37][CH2:36][CH2:35][C:34]3=[O:39])[C:28]=2[O:40][CH:41]([F:43])[F:42])(=[O:26])=[O:25])[C:12]([N:14]2[CH2:19][CH2:18][CH:17]([C:20](O)=[O:21])[CH2:16][CH2:15]2)=[O:13])=[O:8])=[CH:4][CH:3]=1.CCN(C(C)C)C(C)C.CN(C(ON1N=NC2C=CC=CC1=2)=[N+](C)C)C.[B-](F)(F)(F)F.C1C=[N:79][C:78]2[N:81](O)N=N[C:77]=2C=1.ONC(=N)C>CN(C=O)C>[F:42][CH:41]([F:43])[O:40][C:28]1[C:29]([N:33]2[CH2:38][CH2:37][CH2:36][CH2:35][C:34]2=[O:39])=[CH:30][CH:31]=[CH:32][C:27]=1[S:24]([NH:23][C@H:11]([C:12]([N:14]1[CH2:19][CH2:18][CH:17]([C:20]2[O:21][N:81]=[C:78]([CH3:77])[N:79]=2)[CH2:16][CH2:15]1)=[O:13])[CH2:10][NH:9][C:7]([C:5]1[S:6][C:2]([Cl:1])=[CH:3][CH:4]=1)=[O:8])(=[O:26])=[O:25] |f:2.3|. Starting materials: ONC(C)=N (N-hydroxy-acetamidine), ClC1=CC=C(S1)C(=O)NC[C@@H](C(=O)N1CCC(CC1)C(=O)O)NS(=O)(=O)C1=C(C(=CC=C1)N1C(CCCC1)=O)OC(F)F (1-{(S)-3-[(5-Chloro-thiophene-2-carbonyl)-amino]-2-[2-difluoromethoxy-3-(2-oxo-piperidin-1-yl)-benzenesulfonylamino]-propionyl}-piperidine-4-carboxylic acid), CCN(C(C)C)C(C)C (DIPEA), CN(C)C(=[N+](C)C)ON1C2=C(C=CC=C2)N=N1.[B-](F)(F)(F)F (TBTU), C1=CC2=C(N=C1)N(N=N2)O (HOAT). Starting materials: C(#N)C1=C(C=C(C(=C1)[N+](=O)[O-])NC(=O)C(=O)OCC)C(F)(F)F (2-cyano-5-ethoxalylamino-4-nitrobenzotrifluoride), C(C)(=O)O (acetic acid). The reagents and catalysts are [Pd] (Pd-C). Solvent: C(C)O (ethanol). Yields the product C(#N)C1=C(C=C2NC(C(N(C2=C1)O)=O)=O)C(F)(F)F (7-cyano-1-hydroxy-6-trifluoromethyl-quinoxaline-2,3(1H,4H)-dione). The yield is 80.4%. As a reaction SMILES: [C:1]([C:3]1[CH:8]=[C:7]([N+:9]([O-])=[O:10])[C:6]([NH:12][C:13]([C:15](OCC)=[O:16])=[O:14])=[CH:5][C:4]=1[C:20]([F:23])([F:22])[F:21])#[N:2].C(O)(=O)C>C(O)C.[Pd]>[C:1]([C:3]1[CH:8]=[C:7]2[C:6]([NH:12][C:13](=[O:14])[C:15](=[O:16])[N:9]2[OH:10])=[CH:5][C:4]=1[C:20]([F:23])([F:22])[F:21])#[N:2]. Procedure: To a solution of 10.5 g (31.7 mmol) 2-cyano-5-ethoxalylamino-4-nitrobenzotrifluoride in 450 ml ethanol was added 45 ml glacial acetic acid. The mixture was hydrogenated at atm. pressure by using 0.2 g 5% Pd-C as a catalyst. The filtered and evaporated reaction product was recrystallized (ethylacetate-light petroleum) to give 6.91 g (81%) of 7-cyano-1-hydroxy-6-trifluoromethyl-quinoxaline-2,3(1H,4H)-dione. M.p. 180° C. decomp. 1H-NMR (DMSO-d6): 7.93 (1H, s), 7.53 (1H, s). MS (m/e): 271 (M+, 70%). Starting materials: ClC1=CN=NC2=CC(=C(C=C12)OC)OCCOC (4-chloro-6-methoxy-7-(2-methoxyethoxy)cinnoline), ClC1=CC(=C(N)C=C1)F (4-chloro-2-fluoroaniline). Solvent: CN(C)C=O (DMF). Yields the product ClC1=CC(=C(NC2=CN=NC3=CC(=C(C=C23)OC)OCCOC)C=C1)F (4-(4-chloro-2-fluoroanilino)-6-methoxy-7-(2-methoxyethoxy)cinnoline), hydrochloride salt. Yield: 72.0%. Reaction SMILES: Cl[C:2]1[C:11]2[C:6](=[CH:7][C:8]([O:14][CH2:15][CH2:16][O:17][CH3:18])=[C:9]([O:12][CH3:13])[CH:10]=2)[N:5]=[N:4][CH:3]=1.[Cl:19][C:20]1[CH:26]=[CH:25][C:23]([NH2:24])=[C:22]([F:27])[CH:21]=1>CN(C=O)C>[Cl:19][C:20]1[CH:26]=[CH:25][C:23]([NH:24][C:2]2[C:11]3[C:6](=[CH:7][C:8]([O:14][CH2:15][CH2:16][O:17][CH3:18])=[C:9]([O:12][CH3:13])[CH:10]=3)[N:5]=[N:4][CH:3]=2)=[C:22]([F:27])[CH:21]=1. Procedure details: A solution of 4-chloro-6-methoxy-7-(2-methoxyethoxy)cinnoline (0.4 g, 1.5 mmol), (prepared as described for the starting material in Example 2), and 4-chloro-2-fluoroaniline (282 μl, 2.5 mmol) in DMF (5 ml) was treated as described in Example 2, to give 4-(4-chloro-2-fluoroanilino)-6-methoxy-7-(2-methoxyethoxy)cinnoline as the hydrochloride salt (450 mg, 72%). The reactants are N1=CC=C(C=C1)CSC1=NC=2N(C(N1)=O)N=C(C2)C2=CC=CC=C2 (2-(4-pyridylmethyl)thio-7-phenylpyrazolo [1,5-a]-1,3,5-triazine-4-one), C(C1=CC=CC=C1)SC1=NC=2N(C(N1)=O)N=C(C2)C2=CC=CC=C2 (2-benzylthio-7-phenylpyrazolo [1,5-a]-1,3,5-triazine-4-one), 3-benzyl-2-methylthio-7-phenyl pyrazolo [1,5-a]-1,3,5-triazine-4-one 2-(2-enzimidazolyl methylthio)-7-phenylpyrazolo [1,5-a]-1,3,5-triazine-4-one. Product: N1C=NC(=C1)CSC1=NC=2N(C(N1)=O)N=C(C2)C2=CC=CC=C2 (2-(4-imidazolylmethylthio)-7-phenylpyrazolo [1,5-a]-1,3,5-triazine-4-one). Reaction SMILES: N1C=[CH:5][C:4]([CH2:7][S:8][C:9]2[NH:14][C:13](=[O:15])[N:12]3[N:16]=[C:17]([C:19]4[CH:24]=[CH:23][CH:22]=[CH:21][CH:20]=4)[CH:18]=[C:11]3[N:10]=2)=CC=1.C(S[C:33]1[NH:38]C(=O)N2N=C(C3C=CC=CC=3)C=C2[N:34]=1)C1C=CC=CC=1>>[NH:34]1[CH:5]=[C:4]([CH2:7][S:8][C:9]2[NH:14][C:13](=[O:15])[N:12]3[N:16]=[C:17]([C:19]4[CH:20]=[CH:21][CH:22]=[CH:23][CH:24]=4)[CH:18]=[C:11]3[N:10]=2)[N:38]=[CH:33]1. Procedure: 2-(4-pyridylmethyl)thio-7-phenylpyrazolo [1,5-a]-1,3,5-triazine-4-one; 2-benzylthio-7-phenylpyrazolo [1,5-a]-1,3,5-triazine-4-one; 3-benzyl-2-methylthio-7-phenyl pyrazolo [1,5-a]-1,3,5-triazine-4-one 2-(2-enzimidazolyl methylthio)-7-phenylpyrazolo [1,5-a]-1,3,5-triazine-4-one; and 2-(4-imidazolylmethylthio)-7-phenylpyrazolo [1,5-a]-1,3,5-triazine-4-one are prepared in analogous fashion by making appropriate modifications of the above-described procedures. Starting materials: CCC1(NCC2CCc3ccccc3O2)C=CC=CC1, CCO. Product: NCC1CCc2ccccc2O1. Reaction SMILES: [CH3:1][CH2:2][C:3]1([NH:9][CH2:10][CH:11]2[O:12][c:13]3[cH:14][cH:15][cH:16][cH:17][c:18]3[CH2:19][CH2:20]2)[CH:4]=[CH:5][CH:6]=[CH:7][CH2:8]1.[CH3:21][CH2:22][OH:23]>>[NH2:9][CH2:10][CH:11]1[O:12][c:13]2[cH:14][cH:15][cH:16][cH:17][c:18]2[CH2:19][CH2:20]1. The reactants are CSCCC(NC(=O)OC(C)(C)C)C(=O)O, ClCCCl, CN(C)c1ccncc1, ClCCl, OC1CCCC1. Yields the product CSCCC(NC(=O)OC(C)(C)C)C(=O)OC1CCCC1. As a reaction SMILES: [C:1]([CH3:2])([CH3:3])([CH3:4])[O:5][C:6](=[O:7])[NH:8][CH:9]([CH2:10][CH2:11][S:12][CH3:13])[C:14](=[O:15])[OH:16].[CH2:23]([Cl:24])[CH2:25][Cl:26].[CH3:27][N:28]([c:29]1[cH:30][cH:31][n:32][cH:33][cH:34]1)[CH3:35].[Cl:36][CH2:37][Cl:38].[OH:17][CH:18]1[CH2:19][CH2:20][CH2:21][CH2:22]1>>[C:1]([CH3:2])([CH3:3])([CH3:4])[O:5][C:6](=[O:7])[NH:8][CH:9]([CH2:10][CH2:11][S:12][CH3:13])[C:14]([O:15][CH:18]1[CH2:19][CH2:20][CH2:21][CH2:22]1)=[O:16]. Reactants: CC1=NC=C(C=C1C(SC1=CC=C(C=C1)C)=O)C1=CC=CC=C1 (S-(4-methylphenyl) 2-methyl-5-phenylpyridine-3-carbothioate), O1C(=CC=C1)P(C=1OC=CC1)C=1OC=CC1 (tri-2-furylphosphine), C(=O)C1=C(C=CC=C1)B(O)O (2-formylphenylboronic acid). The reagents and catalysts are S1C(=CC=C1)C(=O)[O-].[Cu+] (copper (I) thiophene-2-carboxylate). Conditions: temperature 50 celsius, time 18 hour. Yields the product CC1=NC=C(C=C1C(=O)C1=C(C=O)C=CC=C1)C1=CC=CC=C1 (2-[(2-methyl-5-phenylpyridin-3-yl)carbonyl]benzaldehyde). RXN SMILES: [CH3:1][C:2]1[C:7]([C:8](=[O:17])SC2C=CC(C)=CC=2)=[CH:6][C:5]([C:18]2[CH:23]=[CH:22][CH:21]=[CH:20][CH:19]=2)=[CH:4][N:3]=1.O1C=CC=C1P(C1OC=CC=1)C1OC=CC=1.[CH:40]([C:42]1[CH:47]=[CH:46][CH:45]=[CH:44][C:43]=1B(O)O)=[O:41]>S1C=CC=C1C([O-])=O.[Cu+]>[CH3:1][C:2]1[C:7]([C:8]([C:43]2[CH:44]=[CH:45][CH:46]=[CH:47][C:42]=2[CH:40]=[O:41])=[O:17])=[CH:6][C:5]([C:18]2[CH:19]=[CH:20][CH:21]=[CH:22][CH:23]=2)=[CH:4][N:3]=1 |f:3.4|. Reported procedure: S-(4-methylphenyl) 2-methyl-5-phenylpyridine-3-carbothioate (100 mg, 0.31 mmol), copper (I) thiophene-2-carboxylate (89.6 mg, 0.47 mmol), Pd2 dba3CHCl3 (26 mg, 0.025 mmol), tri-2-furylphosphine (17.3 mg, 0.074 mmol) and 2-formylphenylboronic acid (51.7 mg, 0.34 mmol) were combined in a dry flask. The flask was purged with argon and 3.0 mL of THF were added. Argon was bubbled through the solution for 5 minutes and the solution was stirred and heated to 50° C. After 18 hours, the reaction mixture ...